Dataset: the Open Reaction Database (ORD), a public repository of structured organic reaction records. Task: describe an organic reaction: reactants, conditions, products, and yield Reactants: [H-].[Na+] (Sodium hydride), C(=O)C1=C(OC(C(=O)OCC)C)C(=CC=C1)OC (ethyl 2-(2-formyl-6-methoxyphenoxy)-propionate), C(C)(=O)O (Acetic acid). Run in CN(C)C=O (DMF), CN(C)C=O (DMF). Run at time 30 minute. The product is COC1=CC=CC=2C(C(OC21)(C(=O)OCC)C)=O (Ethyl 7-methoxy-2-methyl-3-oxo-2,3-dihydrobenzofuran-2-carboxylate). Yield: 59.5%. Reaction SMILES: [H-].[Na+].[CH:3]([C:5]1[CH:18]=[CH:17][CH:16]=[C:15]([O:19][CH3:20])[C:6]=1[O:7][CH:8]([CH3:14])[C:9]([O:11][CH2:12][CH3:13])=[O:10])=[O:4].C(O)(=O)C>CN(C=O)C>[CH3:20][O:19][C:15]1[C:6]2[O:7][C:8]([CH3:14])([C:9]([O:11][CH2:12][CH3:13])=[O:10])[C:3](=[O:4])[C:5]=2[CH:18]=[CH:17][CH:16]=1 |f:0.1|. Procedure details: Sodium hydride (60% dispersion in oil, 6.61 g) was added to DMF (250 ml). To this solution, a solution of ethyl 2-(2-formyl-6-methoxyphenoxy)-propionate (34.56 g) in DMF (150 ml) was added dropwise at room temperature for 1 hour, and the resulting solution was stirred for another 30 minutes. Acetic acid (12 ml) was added to the reaction solution and the solution was concentrated. The solution was poured into water layer (300 ml) and the resultant was extracted twice with ethyl acetate (150 ml). ... Reaction SMILES: [CH3:1][O:2][c:3]1[cH:4][c:5]([C:6](=[O:7])[N:8]2[CH:9]([CH3:19])[CH2:10][CH:11]([OH:18])[c:12]3[cH:13][cH:14][cH:15][cH:16][c:17]32)[cH:20][cH:21][c:22]1[O:23][CH3:24].[NH:25]1[CH2:26][CH2:27][CH2:28][c:29]2[cH:30][c:31]([NH:35][C:36]([O:37][C:38]([CH3:39])([CH3:40])[CH3:41])=[O:42])[cH:32][cH:33][c:34]21>>[CH3:1][O:2][c:3]1[cH:4][c:5]([C:6](=[O:7])[N:8]2[CH:9]([CH3:19])[CH2:10][CH:11]([N:25]3[CH2:26][CH2:27][CH2:28][c:29]4[cH:30][c:31]([NH:35][C:36]([O:37][C:38]([CH3:39])([CH3:40])[CH3:41])=[O:42])[cH:32][cH:33][c:34]43)[c:12]3[cH:13][cH:14][cH:15][cH:16][c:17]32)[cH:20][cH:21][c:22]1[O:23][CH3:24]. The product is COc1ccc(C(=O)N2c3ccccc3C(N3CCCc4cc(NC(=O)OC(C)(C)C)ccc43)CC2C)cc1OC. Reactants: COc1ccc(C(=O)N2c3ccccc3C(O)CC2C)cc1OC, CC(C)(C)OC(=O)Nc1ccc2c(c1)CCCN2. Reactants: CC(C(=O)O)N(CC1CC1)c1ccc(C#N)c(C(F)(F)F)c1, CNC. Yields the product CC(C(=O)N(C)C)N(CC1CC1)c1ccc(C#N)c(C(F)(F)F)c1. RXN SMILES: [C:1](#[N:2])[c:3]1[c:4]([C:19]([F:20])([F:21])[F:22])[cH:5][c:6]([N:9]([CH:10]([CH3:11])[C:12](=[O:13])[OH:14])[CH2:15][CH:16]2[CH2:17][CH2:18]2)[cH:7][cH:8]1.[CH3:23][NH:24][CH3:25]>>[C:1](#[N:2])[c:3]1[c:4]([C:19]([F:20])([F:21])[F:22])[cH:5][c:6]([N:9]([CH:10]([CH3:11])[C:12](=[O:14])[N:24]([CH3:23])[CH3:25])[CH2:15][CH:16]2[CH2:17][CH2:18]2)[cH:7][cH:8]1. Starting materials: C=O (paraformaldehyde), C=O (paraformaldehyde), C=O (paraformaldehyde), [OH-].[Na+] (NaOH), Cl.CNC (dimethylamine hydrochloride), Cl.CNC (dimethylamine hydrochloride), C1(=CC=CC=C1)CCC=1C=2N(C=CN1)C=CC2 (1-(2-phenylethyl)pyrrolo[1,2-a]pyrazine). The solvent is CC#N (CH3CN). Reaction conditions: temperature -78 celsius, time 8 hour. Product: C(C)C=1C=C(C=CC1)C=1C=2N(C=CN1)C(=CC2)CN(C)C (1-(3-ethylphenyl)-6-(N,N-dimethylamino)methylpyrrolo[1,2-a]pyrazine). Isolated yield 71.6%. RXN SMILES: [CH2:1]=O.Cl.[CH3:4][NH:5][CH3:6].[C:7]1([CH2:13][CH2:14][C:15]2[C:16]3[N:17]([CH:21]=[CH:22][CH:23]=3)[CH:18]=[CH:19][N:20]=2)[CH:12]=[CH:11][CH:10]=[CH:9][CH:8]=1.[OH-].[Na+]>CC#N>[CH2:12]([C:7]1[CH:13]=[C:14]([C:15]2[C:16]3[N:17]([C:21]([CH2:4][N:5]([CH3:1])[CH3:6])=[CH:22][CH:23]=3)[CH:18]=[CH:19][N:20]=2)[CH:10]=[CH:9][CH:8]=1)[CH3:11] |f:1.2,4.5|. Reported procedure: A 500 mL round bottom flask was half-filled with paraformaldehyde (~200 g) and then connected by means of a rubber hose to an acetone-dry ice trap. The trap was fitted with a 100 mL round bottom flask that contained dry dimethylamine hydrochloride (880 mg, 18 mmol. 1.2 eq. with respect to 1-(2-phenylethyl)pyrrolo[1,2-a]pyrazine). The flask containing the dimethylamine hydrochloride was then cooled to -78° C. and the flask containing the paraformaldehyde was heated between 180°-200° C. until an e...